The task is: describe an organic reaction: reactants, conditions, products, and yield. This data is from the Open Reaction Database (ORD), a public repository of structured organic reaction records. Starting materials: ClCC1=NC=C(N=C1OC)C1=CC=CC=C1 (2-chloromethyl-3-methoxy-5-phenyl-pyrazine), N1C(=NC=C1)C=1SC=CN1 (2-(1H-imidazol-2-yl)-thiazole), C(=O)([O-])[O-].[K+].[K+] (K2CO3). Yields the product COC=1C(=NC=C(N1)C1=CC=CC=C1)CN1C(=NC=C1)C=1SC=CN1 (3-methoxy-5-phenyl-2-(2-thiazol-2-yl-imidazol-1-ylmethyl)-pyrazine). Procedure details: A mixture of 2-chloromethyl-3-methoxy-5-phenyl-pyrazine (90 mg, 0.38 mmol; prepared as described above), 2-(1H-imidazol-2-yl)-thiazole (55 mg, 0.363 mmol) and K2CO3 (159 mg, 1.15 mmol) in DMF (7 mL) is stirred at 45° C. for 16 hours. On cooling, the reaction is quenched with saturated NH4Cl (3 mL) and extracted with DCM (3×15 mL). The combined organic layers are dried and solvent removed. PTLC separation (silica gel; 10% MeOH in DCM) gives 78 mg of 3-methoxy-5-phenyl-2-(2-thiazol-2-yl-imidazol-1... Run at temperature 45 celsius, time 16 hour. The yield is 61.5%. RXN SMILES: Cl[CH2:2][C:3]1[C:8]([O:9][CH3:10])=[N:7][C:6]([C:11]2[CH:16]=[CH:15][CH:14]=[CH:13][CH:12]=2)=[CH:5][N:4]=1.[NH:17]1[CH:21]=[CH:20][N:19]=[C:18]1[C:22]1[S:23][CH:24]=[CH:25][N:26]=1.C([O-])([O-])=O.[K+].[K+]>CN(C=O)C>[CH3:10][O:9][C:8]1[C:3]([CH2:2][N:17]2[CH:21]=[CH:20][N:19]=[C:18]2[C:22]2[S:23][CH:24]=[CH:25][N:26]=2)=[N:4][CH:5]=[C:6]([C:11]2[CH:16]=[CH:15][CH:14]=[CH:13][CH:12]=2)[N:7]=1 |f:2.3.4|. Solvent: CN(C)C=O (DMF).